From a dataset of the Open Reaction Database (ORD), a public repository of structured organic reaction records. describe an organic reaction: reactants, conditions, products, and yield The reactants are C(C)OC(=O)[C@@H]1N[C@H](CC1)C(=O)O (trans-2,5-pyrrolidine dicarboxylic acid monoethyl ester), ClC(=O)OCC1=CC=CC=C1 (benzyl chloroformate), C([O-])([O-])=O.[Na+].[Na+] (sodium carbonate). Solvent: O (water). Reaction conditions: temperature 5 celsius, time 45 minute. Yields the product C(C)OC(=O)C1N(C(CC1)C(=O)O)C(=O)OCC1=CC=CC=C1 (N-benzyloxycarbonyl-2,5-pyrrolidine dicarboxylic acid monoethyl ester). Reaction SMILES: [CH2:1]([O:3][C:4]([C@H:6]1[CH2:10][CH2:9][C@H:8]([C:11]([OH:13])=[O:12])[NH:7]1)=[O:5])[CH3:2].Cl[C:15]([O:17][CH2:18][C:19]1[CH:24]=[CH:23][CH:22]=[CH:21][CH:20]=1)=[O:16].C(=O)([O-])[O-].[Na+].[Na+]>O>[CH2:1]([O:3][C:4]([CH:6]1[CH2:10][CH2:9][CH:8]([C:11]([OH:13])=[O:12])[N:7]1[C:15]([O:17][CH2:18][C:19]1[CH:24]=[CH:23][CH:22]=[CH:21][CH:20]=1)=[O:16])=[O:5])[CH3:2] |f:2.3.4|. Reported procedure: To an aqueous solution of trans-2,5-pyrrolidine dicarboxylic acid monoethyl ester (4.8 g, 0.25 m) at 5° C. was simultaneously added benzyl chloroformate (4.8 ml, 0.032 m) and a solution of sodium carbonate (5.4 g, 0.05 m) in water (20 ml). The mixture was stirred at 5° C. for 45 minutes and then extracted with ether. The aqueous mixture was acidified to pH 3 with dilute hydrochloric acid and extracted with diethyl ether. The combined extracts were washed with brine, and dried over anhydrous sodi...